Dataset: the Open Reaction Database (ORD), a public repository of structured organic reaction records. Task: describe an organic reaction: reactants, conditions, products, and yield Starting materials: Cc1cc(-c2cc(C)[nH]n2)ccn1, O=C1CCC(=O)N1Cl. Product: Cc1cc(-c2n[nH]c(C)c2Cl)ccn1. As a reaction SMILES: [CH3:1][c:2]1[n:3][cH:4][cH:5][c:6](-[c:8]2[n:9][nH:10][c:11]([CH3:13])[cH:12]2)[cH:7]1.[Cl:14][N:15]1[C:16](=[O:17])[CH2:18][CH2:19][C:20]1=[O:21]>>[CH3:1][c:2]1[n:3][cH:4][cH:5][c:6](-[c:8]2[n:9][nH:10][c:11]([CH3:13])[c:12]2[Cl:14])[cH:7]1. As a reaction SMILES: [Cl:17][c:18]1[c:19]2[o:20][c:21]([CH2:22][CH3:23])[n:24][c:25]2[cH:26][c:27]([F:28])[cH:29]1.[Cl:1][c:2]1[cH:3][c:4]([F:16])[c:5]([N+:13]([O-:14])=[O:15])[c:6]2[n:7][c:8]([CH2:11][CH3:12])[o:9][c:10]12.[OH:35][N+:36](=[O:37])[O-:38].[S:30](=[O:31])(=[O:32])([OH:33])[OH:34]>>[Cl:1][c:2]1[cH:3][c:4]([F:16])[c:5]([NH2:13])[c:6]2[n:7][c:8]([CH2:11][CH3:12])[o:9][c:10]12. Yields the product CCc1nc2c(N)c(F)cc(Cl)c2o1. The reactants are CCc1nc2cc(F)cc(Cl)c2o1, CCc1nc2c([N+](=O)[O-])c(F)cc(Cl)c2o1, O=[N+]([O-])O, O=S(=O)(O)O. Procedure: 1,1′-(Azodicarbonyl)dipiperidine (0.18 g, 0.7 mmol) was added to a solution of methyl 3-(5-hydoxylindolyl)-2-benzylpropanoate (0.12 g, 0.39 mmol), as prepared in the preceding step, 2-(3-hydroxypropyl)aminopyridine (0.07 g, 0.47 mmol), as prepared instep b of Example 1, and tri-n-butylphosphine (0.14 g, 0.7 mmol) in tetrahydrofuran (6.0 mL). After stirring at ambient temperature overnight (16 h), the reaction was concentrated in vacuo and the residue purified by flash chromatography on silica ge... Conditions: time 16 hour. Run in O1CCCC1 (tetrahydrofuran). As a reaction SMILES: N(C(N1CCCCC1)=O)=N[C:3](N1CCCCC1)=O.[OH:19][C:20]1[CH:21]=[C:22]2[C:26](=[CH:27][CH:28]=1)[NH:25][C:24]([CH2:29][CH:30]([CH2:35][C:36]1[CH:41]=[CH:40][CH:39]=[CH:38][CH:37]=1)[C:31]([O:33][CH3:34])=[O:32])=[CH:23]2.OC[CH2:44][CH2:45][NH:46][C:47]1[CH:52]=[CH:51][CH:50]=[CH:49][N:48]=1.C(P(CCCC)CCCC)CCC>O1CCCC1>[CH2:35]([CH:30]([CH2:29][C:24]1[NH:25][C:26]2[C:22]([CH:23]=1)=[CH:21][C:20]([O:19][CH2:3][CH:45]([NH:46][C:47]1[CH:52]=[CH:51][CH:50]=[CH:49][N:48]=1)[CH3:44])=[CH:28][CH:27]=2)[C:31]([O:33][CH3:34])=[O:32])[C:36]1[CH:37]=[CH:38][CH:39]=[CH:40][CH:41]=1. The yield is 37.0%. Starting materials: N(=NC(=O)N1CCCCC1)C(=O)N1CCCCC1 (1,1′-(Azodicarbonyl)dipiperidine), OC=1C=C2C=C(NC2=CC1)CC(C(=O)OC)CC1=CC=CC=C1 (methyl 3-(5-hydoxylindolyl)-2-benzylpropanoate), C(CCC)P(CCCC)CCCC (tri-n-butylphosphine), OCCCNC1=NC=CC=C1 (2-(3-hydroxypropyl)aminopyridine). The product is C(C1=CC=CC=C1)C(C(=O)OC)CC=1NC2=CC=C(C=C2C1)OCC(C)NC1=NC=CC=C1 (Methyl 2-benzyl-3-{5-[2-(pyridylamino)propoxy]indolyl}propanoate).